This data is from the Open Reaction Database (ORD), a public repository of structured organic reaction records. The task is: describe an organic reaction: reactants, conditions, products, and yield Reactants: OC1(CCSCC1)C1=CC=C2C=CNC2=C1 (6-(4-hydroxy-tetrahydrothiopyran-4-yl)-1H-indole), S1CCC(CC1)=O (tetrahydrothiopyran-4-one), BrC1=CC=C2C=C(NC2=C1)C(C)NC1CC1 (6-bromo-1-(N-Cyclopropylamino)ethyl indole), [Li]CCCC (nBuLi). Yields the product CN(C)CCN1C=CC2=CC=C(C=C12)C1(CCSCC1)O (1-(2-(N,N-Dimethylamino)ethyl)-6-(4-hydroxy-tetrahydro-thiopyran-4-yl)-1H-indole). As a reaction SMILES: [OH:1][C:2]1([C:8]2[CH:16]=[C:15]3[C:11]([CH:12]=[CH:13][NH:14]3)=[CH:10][CH:9]=2)[CH2:7][CH2:6][S:5][CH2:4][CH2:3]1.BrC1C=C2C(C=C([CH:27]([NH:29][CH:30]3[CH2:32]C3)C)N2)=CC=1.[Li][CH2:34]CCC.S1CCC(=O)CC1>>[CH3:34][N:29]([CH2:30][CH2:32][N:14]1[C:15]2[C:11](=[CH:10][CH:9]=[C:8]([C:2]3([OH:1])[CH2:7][CH2:6][S:5][CH2:4][CH2:3]3)[CH:16]=2)[CH:12]=[CH:13]1)[CH3:27]. Procedure: 1-(N-Cyclopropylamino)ethyl)-6-(4-hydroxy-tetrahydrothiopyran-4-yl)-1H-indole: (34.2 mg, 8%); from 6-bromo-1-(N-Cyclopropylamino)ethyl indole (400.0 mg, 1.32 mmol), nBuLi (2.5M, 1.32 mL, 3.30 mmol) and tetrahydrothiopyran-4-one (760.0 mg, 6.59 mmol).